From a dataset of the Open Reaction Database (ORD), a public repository of structured organic reaction records. describe an organic reaction: reactants, conditions, products, and yield The reactants are C(C)(C)(C)OC([C@@H](NC(CC=1C=NC=CC1)=O)C(C)C)=O (N-(3-pyridylacetyl)-(L)-valine-tert-butyl ester). The solvent is FC(C(=O)O)(F)F.C(Cl)Cl (trifluoroacetic acid methylene chloride). Run at time 16 hour. Yields the product N1=CC(=CC=C1)CC(=O)N[C@@H](C(C)C)C(=O)O (N-(3-Pyridylacetyl)-(L)-valine). RXN SMILES: C([O:5][C:6](=[O:21])[C@H:7]([CH:18]([CH3:20])[CH3:19])[NH:8][C:9](=[O:17])[CH2:10][C:11]1[CH:12]=[N:13][CH:14]=[CH:15][CH:16]=1)(C)(C)C>FC(F)(F)C(O)=O.C(Cl)Cl>[N:13]1[CH:14]=[CH:15][CH:16]=[C:11]([CH2:10][C:9]([NH:8][C@H:7]([C:6]([OH:21])=[O:5])[CH:18]([CH3:20])[CH3:19])=[O:17])[CH:12]=1 |f:1.2|. Reported procedure: 3.4 g of N-(3-pyridylacetyl)-(L)-valine-tert-butyl ester are dissolved in 20 ml of trifluoroacetic acid/methylene chloride (1:1) and the solution is stirred at RT for 16 h. The reaction solution is fully concentrated by evaporation and the residue is digested with DIPE. The title compound is obtained in the form of a white amorphous solid. 1H-NMR (200 MHz, CD3OD): 8.9-8.6 (m, broad, 1H), 8.5 (m, 1H), 7.95 (m, 1H), 4.33 (m, 1H), 3.93 (s, 2H), 2.2 (m, 1H), 0.98 (2d, 6H). The reactants are C[Si](C)(C)C#C (trimethylsilyl acetylene), BrC1=C2/C(/C(NC2=CC=C1[N+](=O)[O-])=O)=C/C=1NC=CC1OC ((Z)-4-bromo-1,3-dihydro-3-[(3-methoxy-1H-pyrrol-2-yl)methylene]-5-nitro-2H-indol-2-one), BrC1=C2/C(/C(NC2=CC=C1[N+](=O)[O-])=O)=C/C=1NC=CC1OC ((Z)-4-bromo-1,3-dihydro-3-[(3-methoxy-1H-pyrrol-2-yl)methylene]-5-nitro-2H-indol-2-one). Reagents/catalysts: Cl[Pd]([P](C1=CC=CC=C1)(C2=CC=CC=C2)C3=CC=CC=C3)([P](C4=CC=CC=C4)(C5=CC=CC=C5)C6=CC=CC=C6)Cl ((Ph3P)2PdCl2). Run in CCN(CC)CC (Et3N), CN(C)C=O (DMF). Product: COC1=C(NC=C1)\C=C\1/C(NC2=CC=CC(=C12)C#C[Si](C)(C)C)=O ((Z)-1,3-dihydro-3-[(3-methoxy-1H-pyrrol-2-yl)methylene]-4-(2-trimethylsilyl-ethynyl)-2H-indol-2-one). As a reaction SMILES: [CH3:1][Si:2]([C:5]#[CH:6])([CH3:4])[CH3:3].Br[C:8]1[C:16]([N+]([O-])=O)=[CH:15][CH:14]=[C:13]2[C:9]=1/[C:10](=[CH:21]/[C:22]1[NH:23][CH:24]=[CH:25][C:26]=1[O:27][CH3:28])/[C:11](=[O:20])[NH:12]2>Cl[Pd](Cl)([P](C1C=CC=CC=1)(C1C=CC=CC=1)C1C=CC=CC=1)[P](C1C=CC=CC=1)(C1C=CC=CC=1)C1C=CC=CC=1.CN(C=O)C.CCN(CC)CC>[CH3:28][O:27][C:26]1[CH:25]=[CH:24][NH:23][C:22]=1/[CH:21]=[C:10]1\[C:11](=[O:20])[NH:12][C:13]2[C:9]\1=[C:8]([C:6]#[C:5][Si:2]([CH3:4])([CH3:3])[CH3:1])[CH:16]=[CH:15][CH:14]=2 |^1:31,50|. Procedure: Using Method D above, trimethylsilyl acetylene (0.94 g, 9.63 mmol) (Aldrich) was coupled with (Z)-4-bromo-1,3-dihydro-3-[(3-methoxy-1H-pyrrol-2-yl)methylene]-2H-indol-2-one (2.05 g, 6.42 mmol) (Starting Material 1 supra) using (Ph3P)2PdCl2 (0.23 g) and Cul (61 mg) as catalyst in DMF (15 mL) and Et3N (15 mL) as solvent at 80° C. for 2 days to give (Z)-1,3-dihydro-3-[(3-methoxy-1H-pyrrol-2-yl)methylene]-4-(2-trimethylsilyl-ethynyl)-2H-indol-2-one. (Yield 1.3 g, 60%). Starting materials: COC(C[C@@H]1CC[C@H](CC1)OC)=O (trans-(4-methoxy-cyclohexyl)-acetic acid methyl ester), COC(CN1CCC(CC1)O)=O ((4-hydroxy-piperidin-1-yl)-acetic acid methyl ester). Yields the product COC(CN1CCC(CC1)OC)=O ((4-Methoxy-piperidin-1-yl)-acetic acid methyl ester). As a reaction SMILES: COC(=O)C[C@H]1[CH2:10][CH2:9][C@H:8]([O:11][CH3:12])[CH2:7][CH2:6]1.[CH3:14][O:15][C:16](=[O:25])[CH2:17][N:18]1CCC(O)CC1>>[CH3:14][O:15][C:16](=[O:25])[CH2:17][N:18]1[CH2:6][CH2:7][CH:8]([O:11][CH3:12])[CH2:9][CH2:10]1. Reported procedure: The title compound can be prepared in accordance with the general method of intermediate B, step 3 from (4-hydroxy-piperidin-1-yl)-acetic acid methyl ester.